Dataset: the Open Reaction Database (ORD), a public repository of structured organic reaction records. Task: describe an organic reaction: reactants, conditions, products, and yield Reactants: CCOC(=O)c1ccc(C#CC2CCCN2C(=O)OC(C)(C)C)cc1, ClCCl, O=C(O)C(F)(F)F. Product: CCOC(=O)c1ccc(C#CC2CCCN2)cc1. As a reaction SMILES: [C:1]([O:2][C:3](=[O:4])[N:8]1[CH:9]([C:13]#[C:14][c:15]2[cH:16][cH:17][c:18]([C:21](=[O:22])[O:23][CH2:24][CH3:25])[cH:19][cH:20]2)[CH2:10][CH2:11][CH2:12]1)([CH3:5])([CH3:6])[CH3:7].[Cl:33][CH2:34][Cl:35].[F:26][C:27]([F:28])([F:29])[C:30]([OH:31])=[O:32]>>[NH:8]1[CH:9]([C:13]#[C:14][c:15]2[cH:16][cH:17][c:18]([C:21](=[O:22])[O:23][CH2:24][CH3:25])[cH:19][cH:20]2)[CH2:10][CH2:11][CH2:12]1. The reactants are CCCCP(CCCC)CCCC, CS(=O)(=O)CCNS(=O)(=O)c1ccccc1[N+](=O)[O-], CCOC(C)=O, OCCCn1cc2ncnc(Nc3ccc(OCc4cccc(F)c4)c(Cl)c3)c2n1, O=C(N=NC(=O)N1CCCCC1)N1CCCCC1, C1CCOC1, O. Product: CS(=O)(=O)CCN(CCCn1cc2ncnc(Nc3ccc(OCc4cccc(F)c4)c(Cl)c3)c2n1)S(=O)(=O)c1ccccc1[N+](=O)[O-]. As a reaction SMILES: [CH2:68]([P:69]([CH2:70][CH2:71][CH2:72][CH3:73])[CH2:74][CH2:75][CH2:76][CH3:77])[CH2:78][CH2:79][CH3:80].[CH3:31][S:32](=[O:33])(=[O:34])[CH2:35][CH2:36][NH:37][S:38](=[O:39])(=[O:40])[c:41]1[c:42]([N+:47](=[O:48])[O-:49])[cH:43][cH:44][cH:45][cH:46]1.[CH3:86][CH2:87][O:88][C:89](=[O:90])[CH3:91].[Cl:1][c:2]1[cH:3][c:4]([NH:17][c:18]2[c:19]3[c:20]([n:21][cH:22][n:23]2)[cH:24][n:25]([CH2:27][CH2:28][CH2:29][OH:30])[n:26]3)[cH:5][cH:6][c:7]1[O:8][CH2:9][c:10]1[cH:11][c:12]([F:16])[cH:13][cH:14][cH:15]1.[N:50]([C:51]([N:52]1[CH2:53][CH2:54][CH2:55][CH2:56][CH2:57]1)=[O:58])=[N:59][C:60]([N:61]1[CH2:62][CH2:63][CH2:64][CH2:65][CH2:66]1)=[O:67].[O:81]1[CH2:82][CH2:83][CH2:84][CH2:85]1.[OH2:92]>>[Cl:1][c:2]1[cH:3][c:4]([NH:17][c:18]2[c:19]3[c:20]([n:21][cH:22][n:23]2)[cH:24][n:25]([CH2:27][CH2:28][CH2:29][N:37]([CH2:36][CH2:35][S:32]([CH3:31])(=[O:33])=[O:34])[S:38](=[O:39])(=[O:40])[c:41]2[c:42]([N+:47](=[O:48])[O-:49])[cH:43][cH:44][cH:45][cH:46]2)[n:26]3)[cH:5][cH:6][c:7]1[O:8][CH2:9][c:10]1[cH:11][c:12]([F:16])[cH:13][cH:14][cH:15]1. Starting materials: CCOC(=O)C=Cc1ccc(-c2cccc(NC)c2)cc1, CO. The product is CCOC(=O)CCc1ccc(-c2cccc(NC)c2)cc1. As a reaction SMILES: [CH3:1][NH:2][c:3]1[cH:4][c:5](-[c:9]2[cH:10][cH:11][c:12]([CH:15]=[CH:16][C:17](=[O:18])[O:19][CH2:20][CH3:21])[cH:13][cH:14]2)[cH:6][cH:7][cH:8]1.[CH3:22][OH:23]>>[CH3:1][NH:2][c:3]1[cH:4][c:5](-[c:9]2[cH:10][cH:11][c:12]([CH2:15][CH2:16][C:17](=[O:18])[O:19][CH2:20][CH3:21])[cH:13][cH:14]2)[cH:6][cH:7][cH:8]1. Reactants: C1(CC1)C=1C=C(C=C2C(CC(OC12)(C)C)(C)C)C#C (8-cyclopropyl-6-ethynyl-2,2,4,4-tetramethylchroman), COC(CC1=CC=C(C=C1)I)=O (4-iodo phenyl acetic acid methyl ester), C1(CC1)C=1C=C(C=C2C(CC(OC12)(C)C)(C)C)C#C (8-cyclopropyl-6-ethynyl-2,2,4,4-tetramethylchroman), COC(CC1=CC=C(C=C1)I)=O (4-iodo phenyl acetic acid methyl ester). The reagents and catalysts are [Cu]I (copper(I)iodide), Cl[Pd]([P](C1=CC=CC=C1)(C2=CC=CC=C2)C3=CC=CC=C3)([P](C4=CC=CC=C4)(C5=CC=CC=C5)C6=CC=CC=C6)Cl (dichlorobis(triphenylphosphine)palladium(II)). Run in C(C)N(CC)CC (triethyl amine). Product: COC(CC1=CC=C(C=C1)C#CC=1C=C2C(CC(OC2=C(C1)C1CC1)(C)C)(C)C)=O ([4-(8-Cyclopropyl-2,2,4,4-tetramethyl-chroman-6-yl-ethynyl)phenyl]acetic Acid Methyl Ester). Reaction SMILES: [CH:1]1([C:4]2[CH:5]=[C:6]([C:18]#[CH:19])[CH:7]=[C:8]3[C:13]=2[O:12][C:11]([CH3:15])([CH3:14])[CH2:10][C:9]3([CH3:17])[CH3:16])[CH2:3][CH2:2]1.[CH3:20][O:21][C:22](=[O:31])[CH2:23][C:24]1[CH:29]=[CH:28][C:27](I)=[CH:26][CH:25]=1>[Cu]I.Cl[Pd](Cl)([P](C1C=CC=CC=1)(C1C=CC=CC=1)C1C=CC=CC=1)[P](C1C=CC=CC=1)(C1C=CC=CC=1)C1C=CC=CC=1.C(N(CC)CC)C>[CH3:20][O:21][C:22](=[O:31])[CH2:23][C:24]1[CH:25]=[CH:26][C:27]([C:19]#[C:18][C:6]2[CH:7]=[C:8]3[C:13](=[C:4]([CH:1]4[CH2:3][CH2:2]4)[CH:5]=2)[O:12][C:11]([CH3:14])([CH3:15])[CH2:10][C:9]3([CH3:17])[CH3:16])=[CH:28][CH:29]=1 |^1:36,55|. Procedure: Following general procedure F and using 8-cyclopropyl-6-ethynyl-2,2,4,4-tetramethylchroman (Intermediate 34, 0.096 g, 0.38 mmol), methyl-4-iodo phenyl acetate (Reagent B, 0.094 g, 0.34 mmol), triethyl amine (3 mL), tetrahydrofuiran (3 mL), copper(I)iodide (0.025 g, 0.13 mmol) and dichlorobis(triphenylphosphine)palladium(II) (0.075 g, 0.11 mmol) the title compound was obtained (0.137 g, 90%). 1H NMR (300 MHz, CDCl3): δ 7.47 (d, 2H, J=7.9 Hz), 7.29 (d, 1H, J=1.8 Hz), 7.24 (d, 2H, J=7.9 Hz), 6.82 (... Reactants: CCOC(=O)CP(=O)(OCC)OCC, CN(Cc1ccc(C=O)cc1)c1nc(-c2ccccc2)cs1, [H-], [Na+], C1CCOC1, O. Yields the product CCOC(=O)C=Cc1ccc(CN(C)c2nc(-c3ccccc3)cs2)cc1. RXN SMILES: [CH2:1]([O:2][P:3]([O:4][CH2:5][CH3:6])(=[O:7])[CH2:9][C:10](=[O:11])[O:12][CH2:13][CH3:14])[CH3:8].[CH3:17][N:18]([c:19]1[s:20][cH:21][c:22](-[c:24]2[cH:25][cH:26][cH:27][cH:28][cH:29]2)[n:23]1)[CH2:30][c:31]1[cH:32][cH:33][c:34]([CH:35]=[O:36])[cH:37][cH:38]1.[H-:15].[Na+:16].[O:40]1[CH2:41][CH2:42][CH2:43][CH2:44]1.[OH2:39]>>[CH:9]([C:10](=[O:11])[O:12][CH2:13][CH3:14])=[CH:35][c:34]1[cH:33][cH:32][c:31]([CH2:30][N:18]([CH3:17])[c:19]2[s:20][cH:21][c:22](-[c:24]3[cH:25][cH:26][cH:27][cH:28][cH:29]3)[n:23]2)[cH:38][cH:37]1. Reactants: C1=CC=CC=C1 (benzene), [Al] (aluminum), [Cl-].[Al+3].[Cl-].[Cl-] (aluminum chloride), [Ti](Cl)(Cl)(Cl)Cl (titanium tetrachloride). Conditions: temperature 130 celsius. Product: [Cl-].[Cl-].[Ti+2].[Cl-].[Al+3].[Cl-].[Cl-].C1=CC=CC=C1 (titanium dichloride aluminum chloride benzene). Reaction SMILES: [Al:1].[Cl-:2].[Al+3].[Cl-].[Cl-].[Ti:6](Cl)(Cl)(Cl)[Cl:7].[CH:11]1[CH:16]=[CH:15][CH:14]=[CH:13][CH:12]=1>>[Cl-:7].[Cl-:2].[Ti+2:6].[Cl-:7].[Al+3:1].[Cl-:7].[Cl-:7].[CH:11]1[CH:16]=[CH:15][CH:14]=[CH:13][CH:12]=1 |f:1.2.3.4,7.8.9.10.11.12.13.14|. Reported procedure: 51 grams of aluminum powder (BDH fine powder) and 80 grams of anhydrous aluminum chloride were introduced into a 2 liter, three-necked flask and the mixture of solids was heated at 130° C. for 0.5 hours. The mixture was then allowed to cool. 500 ml of benzene was added and then 33.3 grams of titanium tetrachloride was added with stirring. The mixture was refluxed for 20 hours and then allowed to cool. The cool solution was filtered into 1 liter of heptane, and this mixture was cooled to -10° C. ... Reactants: ClCCCl, Cc1cc(C)nc(C2(N)CC2)n1, ClCCl, Cl, CNC(=O)c1c(-c2ccc(F)cc2)oc2ccc(-c3cc(C(=O)O)ccc3C)cc12, On1nnc2ccccc21. Yields the product CNC(=O)c1c(-c2ccc(F)cc2)oc2ccc(-c3cc(C(=O)NC4(c5nc(C)cc(C)n5)CC4)ccc3C)cc12. Reaction SMILES: [CH2:53]([Cl:54])[CH2:55][Cl:56].[CH3:31][c:32]1[n:33][c:34]([C:39]2([NH2:42])[CH2:40][CH2:41]2)[n:35][c:36]([CH3:38])[cH:37]1.[Cl:58][CH2:59][Cl:60].[ClH:57].[F:1][c:2]1[cH:3][cH:4][c:5](-[c:8]2[o:9][c:10]3[c:11]([c:12]2[C:13]([NH:14][CH3:15])=[O:16])[cH:17][c:18](-[c:21]2[cH:22][c:23]([C:24](=[O:25])[OH:26])[cH:27][cH:28][c:29]2[CH3:30])[cH:19][cH:20]3)[cH:6][cH:7]1.[OH:43][n:44]1[c:45]2[c:46]([cH:47][cH:48][cH:49][cH:50]2)[n:51][n:52]1>>[F:1][c:2]1[cH:3][cH:4][c:5](-[c:8]2[o:9][c:10]3[c:11]([c:12]2[C:13]([NH:14][CH3:15])=[O:16])[cH:17][c:18](-[c:21]2[cH:22][c:23]([C:24](=[O:25])[NH:42][C:39]4([c:34]5[n:33][c:32]([CH3:31])[cH:37][c:36]([CH3:38])[n:35]5)[CH2:40][CH2:41]4)[cH:27][cH:28][c:29]2[CH3:30])[cH:19][cH:20]3)[cH:6][cH:7]1. The reactants are CCCCP(CCCC)CCCC, CCCCc1ccc(C#Cc2ccc(C(O)CCCC)cc2)cc1, Cc1ccccc1, CC1(C)OC(=O)c2ccc(O)cc2O1. Yields the product CCCCc1ccc(C#Cc2ccc(C(CCCC)Oc3ccc4c(c3)OC(C)(C)OC4=O)cc2)cc1. RXN SMILES: [CH2:15]([P:16]([CH2:17][CH2:18][CH2:19][CH3:20])[CH2:21][CH2:22][CH2:23][CH3:24])[CH2:25][CH2:26][CH3:27].[CH2:28]([CH2:29][CH2:30][CH3:31])[c:32]1[cH:33][cH:34][c:35]([C:38]#[C:39][c:40]2[cH:41][cH:42][c:43]([CH:46]([CH2:47][CH2:48][CH2:49][CH3:50])[OH:51])[cH:44][cH:45]2)[cH:36][cH:37]1.[CH3:52][c:53]1[cH:54][cH:55][cH:56][cH:57][cH:58]1.[OH:1][c:2]1[cH:3][cH:4][c:5]2[c:6]([cH:14]1)[O:7][C:8]([CH3:12])([CH3:13])[O:9][C:10]2=[O:11]>>[O:1]([c:2]1[cH:3][cH:4][c:5]2[c:6]([cH:14]1)[O:7][C:8]([CH3:12])([CH3:13])[O:9][C:10]2=[O:11])[CH:46]([c:43]1[cH:42][cH:41][c:40]([C:39]#[C:38][c:35]2[cH:34][cH:33][c:32]([CH2:28][CH2:29][CH2:30][CH3:31])[cH:37][cH:36]2)[cH:45][cH:44]1)[CH2:47][CH2:48][CH2:49][CH3:50].